From a dataset of the Open Reaction Database (ORD), a public repository of structured organic reaction records. describe an organic reaction: reactants, conditions, products, and yield The reactants are C(C1=CC=CC=C1)OCN1N=CC=C1 (1-benzyloxymethyl-1H-pyrazole), [Li]CCCC (n-BuLi), Cl (HCl), B(OC)(OC)OC (trimethyl borate). The solvent is C1CCOC1 (THF). Reaction conditions: temperature 0 celsius, time 30 minute. The product is C(C1=CC=CC=C1)OCN1N=C(C=C1)B(O)O (1-Benzyloxymethyl-1H-pyrazole-3-boronic Acid). Reaction SMILES: [CH2:1]([O:8][CH2:9][N:10]1[CH:14]=[CH:13][CH:12]=[N:11]1)[C:2]1[CH:7]=[CH:6][CH:5]=[CH:4][CH:3]=1.[Li]CCCC.[B:20](OC)([O:23]C)[O:21]C.Cl>C1COCC1>[CH2:1]([O:8][CH2:9][N:10]1[CH:14]=[CH:13][C:12]([B:20]([OH:23])[OH:21])=[N:11]1)[C:2]1[CH:3]=[CH:4][CH:5]=[CH:6][CH:7]=1. Procedure details: To a solution of 1-benzyloxymethyl-1H-pyrazole (200 mg, 1.06 mmol) in THF (5 mL) at 0° C. is added n-BuLi (0.51 mL of 2.5M in THF, 1.28 mmol) and the mixture is stirred at 0° C. for 30 min. To this is added trimethyl borate (551 mg, 5.3 mmol) dropwise then the mixture is allowed to warm to RT overnight. The light yellow solution is acidified with 1N HCl (12.8 mL) and the THF is removed under reduced pressure. The aqueous phase is purified by reverse phase MPLC using a gradient of 0-60% MeCN/wate... Reported procedure: To a solution of the acid of Step 1 (103 g, 0.356 mol), pyridine (58 mL, 0.717 mol) and 2-(trimethylsilyl)ethanol (61.2 mL, 0.427 mol) in CH3CN (270 mL) was added a solution of dicyclohexylcarbodiimide (73.4 g, 0.356 mol) in CH3CN (100 mL). The reaction mixture was stirred at r.t. for 2 h, at which point 5M oxalic acid in DMF solution (11 mL) was added. After stirring for 30 min, the suspension was filtered and the filtrate was diluted with EtOAc, washed with water and dried over MgSO4. The crud... Product: IC1=C(C=CC=C1)C(C(=O)OCC[Si](C)(C)C)CC (2-(Trimethylsilyl)ethyl 2-(2-iodophenyl)butanoate). Yield: 78.4%. Run in CC#N (CH3CN), CC#N (CH3CN), CN(C)C=O (DMF). The reactants are IC1=C(C=CC=C1)C(C(=O)O)CC (2-(2-iodophenyl)butanoic acid), N1=CC=CC=C1 (pyridine), C[Si](CCO)(C)C (2-(trimethylsilyl)ethanol), C1(CCCCC1)N=C=NC1CCCCC1 (dicyclohexylcarbodiimide), C(C(=O)O)(=O)O (oxalic acid). Run at time 30 minute. Reaction SMILES: [I:1][C:2]1[CH:7]=[CH:6][CH:5]=[CH:4][C:3]=1[CH:8]([CH2:12][CH3:13])[C:9]([OH:11])=[O:10].N1C=CC=CC=1.[CH3:20][Si:21]([CH3:26])([CH3:25])[CH2:22][CH2:23]O.C1(N=C=NC2CCCCC2)CCCCC1.C(O)(=O)C(O)=O>CC#N.CN(C=O)C>[I:1][C:2]1[CH:7]=[CH:6][CH:5]=[CH:4][C:3]=1[CH:8]([CH2:12][CH3:13])[C:9]([O:11][CH2:23][CH2:22][Si:21]([CH3:26])([CH3:25])[CH3:20])=[O:10].